describe an organic reaction: reactants, conditions, products, and yield From a dataset of the Open Reaction Database (ORD), a public repository of structured organic reaction records. Starting materials: IC=1C=NN(C1C)[C@@H]1CC[C@H](CC1)O (trans-4-(4-iodo-5-methyl-1H-pyrazol-1-yl)cyclohexanol), C1CCOC1 (THF), C(C)(C)[Mg]Cl (isopropylmagnesium chloride), C1CCOC1 (THF), COB1OC(C(O1)(C)C)(C)C (2-Methoxy-4,4,5,5-tetramethyl-1,3,2-dioxaborolane). Run at time 30 minute. Yields the product CC1=C(C=NN1[C@@H]1CC[C@H](CC1)O)B1OC(C(O1)(C)C)(C)C (trans-4-[5-Methyl-4-(4,4,5,5-tetramethyl-1,3,2-dioxaborolan-2-yl)-1H-pyrazol-1-yl]cyclohexanol). RXN SMILES: I[C:2]1[CH:3]=[N:4][N:5]([C@H:8]2[CH2:13][CH2:12][C@H:11]([OH:14])[CH2:10][CH2:9]2)[C:6]=1[CH3:7].C1COCC1.C([Mg]Cl)(C)C.CO[B:27]1[O:31][C:30]([CH3:33])([CH3:32])[C:29]([CH3:35])([CH3:34])[O:28]1>>[CH3:7][C:6]1[N:5]([C@H:8]2[CH2:13][CH2:12][C@H:11]([OH:14])[CH2:10][CH2:9]2)[N:4]=[CH:3][C:2]=1[B:27]1[O:31][C:30]([CH3:33])([CH3:32])[C:29]([CH3:35])([CH3:34])[O:28]1. Reported procedure: To a solution of trans-4-(4-iodo-5-methyl-1H-pyrazol-1-yl)cyclohexanol (150.0 mg, 0.4900 mmol) in THF (9 mL, 100 mmol) was added 2 M isopropylmagnesium chloride in THF (0.73 mL, 1.5 mmol) at rt, and the mixture was stirred for 30 min. 2-Methoxy-4,4,5,5-tetramethyl-1,3,2-dioxaborolane (0.32 mL, 2.0 mmol) was added, and the mixture stirred at rt for 2 h. The reaction was quenched with sat. NH4Cl, and the organic solvent was removed in vacuo. The material was extracted with DCM and water, and the o... Starting materials: [H][H], CN(C)C=O, O=C1NC(=O)C(=Cc2ccc(OCCNc3ncccn3)cc2)S1. Yields the product O=C1NC(=O)C(Cc2ccc(OCCNc3ncccn3)cc2)S1. As a reaction SMILES: [H:25][H:26].[O:27]=[CH:28][N:29]([CH3:30])[CH3:31].[n:1]1[c:2]([NH:7][CH2:8][CH2:9][O:10][c:11]2[cH:12][cH:13][c:14]([CH:15]=[C:16]3[C:17](=[O:22])[NH:18][C:19](=[O:21])[S:20]3)[cH:23][cH:24]2)[n:3][cH:4][cH:5][cH:6]1>>[n:1]1[c:2]([NH:7][CH2:8][CH2:9][O:10][c:11]2[cH:12][cH:13][c:14]([CH2:15][CH:16]3[C:17](=[O:22])[NH:18][C:19](=[O:21])[S:20]3)[cH:23][cH:24]2)[n:3][cH:4][cH:5][cH:6]1. Starting materials: solution, CCCC[N+](CCCC)(CCCC)CCCC.[F-] (TBAF), S(=O)(=O)(C1=CC=C(C)C=C1)OCCCCC#CC=1C=C(C=NC1)OC[C@H]1N(CCC1)C(=O)OC(C)(C)C (5-(6-tosyloxy-1-hexynyl)-3-(1-tert-butoxycarbonyl -2(S)-pyrrolidinylmethoxy)pyridine). Solvent: C1CCOC1 (THF). Yields the product FCCCCC#CC=1C=C(C=NC1)OC[C@H]1N(CCC1)C(=O)OC(C)(C)C (5-(6-Fluoro-1-hexynyl)-3-(1-tert-butoxycarbonyl-2(S) -pyrrolidinylmethoxy)pyridine). Isolated yield 97.0%. RXN SMILES: S(O[CH2:12][CH2:13][CH2:14][CH2:15][C:16]#[C:17][C:18]1[CH:19]=[C:20]([O:24][CH2:25][C@@H:26]2[CH2:30][CH2:29][CH2:28][N:27]2[C:31]([O:33][C:34]([CH3:37])([CH3:36])[CH3:35])=[O:32])[CH:21]=[N:22][CH:23]=1)(C1C=CC(C)=CC=1)(=O)=O.CCCC[N+](CCCC)(CCCC)CCCC.[F-:55]>C1COCC1>[F:55][CH2:12][CH2:13][CH2:14][CH2:15][C:16]#[C:17][C:18]1[CH:19]=[C:20]([O:24][CH2:25][C@@H:26]2[CH2:30][CH2:29][CH2:28][N:27]2[C:31]([O:33][C:34]([CH3:37])([CH3:36])[CH3:35])=[O:32])[CH:21]=[N:22][CH:23]=1 |f:1.2|. Procedure details: A mixture of 5-(6-tosyloxy-1-hexynyl)-3-(1-tert-butoxycarbonyl -2(S)-pyrrolidinylmethoxy)pyridine (195 mg, 0.37 mmol) and in 2 mL of 1.0 M solution of TBAF in THF was stirred at room temperature for 15 h. The reaction mixture concentrated. The residue was purified by chromatography with hexane-EtOAc (3:1) to give a viscous oil (135 mg, 97%), [α]D=−58 (c 0.44, CHCl3). 1H NMR (CDCl3) δ 8.21 (m, 2H), 7.23 (br s, 1H), 4.52 (dt, 2H, J=47.3, 6.0 Hz), 4.14 (br s, 2H), 4.05-3.75 (m, 1H), 3.50-3.25 (m, 2... RXN SMILES: [CH3:1][O:2][C:3](=[O:4])[c:5]1[cH:6][c:7]([C:16]([CH2:17][C:18]([O:19][CH3:20])=[O:21])=[O:22])[cH:8][c:9](-[n:11]2[cH:12][cH:13][cH:14][cH:15]2)[cH:10]1.[CH3:23][OH:24].[CH3:30][CH2:31][O:32][C:33](=[O:34])[CH3:35].[OH2:36].[S:25](=[O:26])(=[O:27])([OH:28])[OH:29]>>[CH3:1][O:2][C:3](=[O:4])[c:5]1[cH:6][c:7]([C:16]([CH3:17])=[O:22])[cH:8][c:9](-[n:11]2[cH:12][cH:13][cH:14][cH:15]2)[cH:10]1. Starting materials: COC(=O)CC(=O)c1cc(C(=O)OC)cc(-n2cccc2)c1, CO, CCOC(C)=O, O, O=S(=O)(O)O. The product is COC(=O)c1cc(C(C)=O)cc(-n2cccc2)c1. Reactants: C[N+]1(CCOCC1)[O-] (N-methylmorpholine N-Oxide), NC=1C2=C(N=C(N1)CCCC)C(=CN2COCC2=CC=CC=C2)CCCCO (4-(4-amino-5-((benzyloxy)methyl)-2-butyl-5H-pyrrolo[3,2-d]pyrimidin-7-yl)butan-1-ol), C[N+]1(CCOCC1)[O-] (N-methylmorpholine N-Oxide), C[N+]1(CCOCC1)[O-] (N-methylmorpholine N-Oxide), C(C)#N (acetonitrile). Reagents/catalysts: [Ru](=O)(=O)(=O)[O-].C(CC)[N+](CCC)(CCC)CCC (tetrapropylammonium perruthenate), [Ru](=O)(=O)(=O)[O-].C(CC)[N+](CCC)(CCC)CCC (tetrapropylammonium perruthenate), [Ru](=O)(=O)(=O)[O-].C(CC)[N+](CCC)(CCC)CCC (tetrapropylammonium perruthenate). The solvent is ClCCl (dichloromethane), C(Cl)Cl (DCM), ClCCl (dichloromethane), ClCCl (dichloromethane). Reaction conditions: time 2 hour. Yields the product NC=1C2=C(N=C(N1)CCCC)C(=CN2COCC2=CC=CC=C2)CCCC=O (4-(4-Amino-5-((benzyloxy)methyl)-2-butyl-5H-pyrrolo[3,2-d]pyrimidin-7-yl)butanal). Isolated yield 30.5%. RXN SMILES: [NH2:1][C:2]1[C:3]2[N:14]([CH2:15][O:16][CH2:17][C:18]3[CH:23]=[CH:22][CH:21]=[CH:20][CH:19]=3)[CH:13]=[C:12]([CH2:24][CH2:25][CH2:26][CH2:27][OH:28])[C:4]=2[N:5]=[C:6]([CH2:8][CH2:9][CH2:10][CH3:11])[N:7]=1.C[N+]1([O-])CCOCC1.C(#N)C>C(Cl)Cl.[Ru]([O-])(=O)(=O)=O.C([N+](CCC)(CCC)CCC)CC>[NH2:1][C:2]1[C:3]2[N:14]([CH2:15][O:16][CH2:17][C:18]3[CH:19]=[CH:20][CH:21]=[CH:22][CH:23]=3)[CH:13]=[C:12]([CH2:24][CH2:25][CH2:26][CH:27]=[O:28])[C:4]=2[N:5]=[C:6]([CH2:8][CH2:9][CH2:10][CH3:11])[N:7]=1 |f:4.5|. Reported procedure: A mixture of 4-(4-amino-5-((benzyloxy)methyl)-2-butyl-5H-pyrrolo[3,2-d]pyrimidin-7-yl)butan-1-ol (884 mg, 2.311 mmol), N-methylmorpholine N-Oxide (420 mg, 3.59 mmol), powdered 4 Å molecular sieves and tetrapropylammonium perruthenate (58 mg, 0.165 mmol) was placed under nitrogen and a mixture of anhydrous dichloromethane (27 mL) and anhydrous acetonitrile (3 mL) added. The reaction mixture was stirred at ambient temperature for 2 hours, Additional N-methylmorpholine N-Oxide (390 mg, 3.33 mmol) a... Starting materials: NC1=C(C(=O)N)C=C(C(=C1)[N+](=O)[O-])F (2-amino-5-fluoro-4-nitro-benzamide), ClC(Cl)(OC(OC(Cl)(Cl)Cl)=O)Cl (triphosgene). The solvent is O1CCCC1 (tetrahydrofuran). Reaction conditions: time 1.5 hour. Yields the product O=C1NC2=CC(=C(C=C2C(N1)=O)F)[N+](=O)[O-] (2,4-dioxo-6-fluoro-7-nitro-1,2,3,4-tetrahydroquinazoline). The yield is 89.3%. Reaction SMILES: [NH2:1][C:2]1[CH:10]=[C:9]([N+:11]([O-:13])=[O:12])[C:8]([F:14])=[CH:7][C:3]=1[C:4]([NH2:6])=[O:5].Cl[C:16](Cl)([O:18]C(=O)OC(Cl)(Cl)Cl)Cl>O1CCCC1>[O:18]=[C:16]1[NH:6][C:4](=[O:5])[C:3]2[C:2](=[CH:10][C:9]([N+:11]([O-:13])=[O:12])=[C:8]([F:14])[CH:7]=2)[NH:1]1. Procedure details: 3.1 g (15.6 mmol) of 2-amino-5-fluoro-4-nitro-benzamide were dissolved in 130 ml of tetrahydrofuran and treated at 0° C. with 3.1 g (10.4 mmol) of triphosgene. The mixture was left to warm to room temperature and stirred for a further 1.5 hrs. Then, the solution was concentrated and triturated with water. The precipitate was filtered off under suction and dried. 2.09 g (60%) of 2,4-dioxo-6-fluoro-7-nitro-1,2,3,4-tetrahydroquinazoline were obtained as yellowish crystals; Starting materials: O=C(c1ccccc1)c1ccc(CBr)cc1, O=C1N=Cc2ccccc21, O=C([O-])[O-], CC(C)=O, CCOC(C)=O, [Cs+], [Cs+], C1COCCOCCOCCOCCOCCO1. Product: O=C(c1ccccc1)c1ccc(CN2Cc3ccccc3C2=O)cc1. As a reaction SMILES: [Br:1][CH2:2][c:3]1[cH:4][cH:5][c:6]([C:7](=[O:8])[c:9]2[cH:10][cH:11][cH:12][cH:13][cH:14]2)[cH:15][cH:16]1.[C:17]1(=[O:26])[N:18]=[CH:19][c:20]2[cH:21][cH:22][cH:23][cH:24][c:25]21.[C:27](=[O:28])([O-:29])[O-:30].[CH3:51][C:52](=[O:53])[CH3:54].[CH3:55][CH2:56][O:57][C:58](=[O:59])[CH3:60].[Cs+:31].[Cs+:32].[O:33]1[CH2:34][CH2:35][O:36][CH2:37][CH2:38][O:39][CH2:40][CH2:41][O:42][CH2:43][CH2:44][O:45][CH2:46][CH2:47][O:48][CH2:49][CH2:50]1>>[CH2:2]([c:3]1[cH:4][cH:5][c:6]([C:7](=[O:8])[c:9]2[cH:10][cH:11][cH:12][cH:13][cH:14]2)[cH:15][cH:16]1)[N:18]1[C:17](=[O:26])[c:25]2[c:20]([cH:21][cH:22][cH:23][cH:24]2)[CH2:19]1.